From a dataset of the Open Reaction Database (ORD), a public repository of structured organic reaction records. describe an organic reaction: reactants, conditions, products, and yield The reactants are ClCCl, CN(C)C=O, CC(=O)c1cccn1C, O=C=NS(=O)(=O)Cl, [Na+], [Na+], O=C([O-])[O-]. Yields the product CC(=O)c1cc(C#N)cn1C. RXN SMILES: [CH2:28]([Cl:29])[Cl:30].[CH3:17][N:18]([CH3:19])[CH:20]=[O:21].[CH3:1][n:2]1[c:3]([C:7]([CH3:8])=[O:9])[cH:4][cH:5][cH:6]1.[Cl:10][S:11](=[O:13])([N:14]=[C:15]=[O:12])=[O:16].[Na+:22].[Na+:23].[O-:24][C:25](=[O:26])[O-:27]>>[CH3:1][n:2]1[c:3]([C:7]([CH3:8])=[O:9])[cH:4][c:5]([C:15]#[N:14])[cH:6]1. The reactants are compound, CS(=O)(=O)OCCN1C=CC=2C=3N(C(=NC21)N)N=C(N3)C=3OC=CC3 (2-{5-amino-2-(furan-2-yl)-7H-pyrrolo[3,2-e][1,2,4]triazolo[1,5-c]pyrimidin-7-yl}ethyl methanesulfonate), FC1=C(C=CC(=C1)F)C1CCNCC1 (4-(2,4-difluorophenyl)piperidine), CCN(C(C)C)C(C)C (DIEA). Run in CN(C)C=O (DMF). Reaction conditions: temperature 100 celsius, time 5 hour. Product: FC1=C(C=CC(=C1)F)C1CCN(CC1)CCN1C=CC=2C=3N(C(=NC21)N)N=C(N3)C=3OC=CC3 (7-(2-(4-(2,4-difluorophenyl)piperidin-1-yl)ethyl)-2-(furan-2-yl)-7H-pyrrolo[3,2-e][1,2,4]triazolo[1,5-c]pyrimidin-5-amine). As a reaction SMILES: CS(O[CH2:6][CH2:7][N:8]1[C:16]2[N:15]=[C:14]([NH2:17])[N:13]3[N:18]=[C:19]([C:21]4[O:22][CH:23]=[CH:24][CH:25]=4)[N:20]=[C:12]3[C:11]=2[CH:10]=[CH:9]1)(=O)=O.[F:26][C:27]1[CH:32]=[C:31]([F:33])[CH:30]=[CH:29][C:28]=1[CH:34]1[CH2:39][CH2:38][NH:37][CH2:36][CH2:35]1.CCN(C(C)C)C(C)C>CN(C=O)C>[F:26][C:27]1[CH:32]=[C:31]([F:33])[CH:30]=[CH:29][C:28]=1[CH:34]1[CH2:35][CH2:36][N:37]([CH2:6][CH2:7][N:8]2[C:16]3[N:15]=[C:14]([NH2:17])[N:13]4[N:18]=[C:19]([C:21]5[O:22][CH:23]=[CH:24][CH:25]=5)[N:20]=[C:12]4[C:11]=3[CH:10]=[CH:9]2)[CH2:38][CH2:39]1. Procedure: To a solution of the title D compound of Example 1, 2-{5-amino-2-(furan-2-yl)-7H-pyrrolo[3,2-e][1,2,4]triazolo[1,5-c]pyrimidin-7-yl}ethyl methanesulfonate (0.06 g, 0.165 mmol) in dry DMF (5 mL), 4-(2,4-difluorophenyl)piperidine (0.33 mmol) and 0.06 mL of DIEA are added, and the solution is stirred at 100° C. for 5 h. The reaction mixture is cooled to RT, and the solvent is removed under reduced pressure. The crude product is purified by flash chromatography using a 95/5.0/0.5-mixture of DCM/MeOH... Starting materials: CCOC(C)=O, Nc1nnc(C2CCCCCC2)s1, O=C(Cl)Cl. The product is O=C=Nc1nnc(C2CCCCCC2)s1. Reaction SMILES: [CH3:18][CH2:19][O:20][C:21](=[O:22])[CH3:23].[CH:5]1([c:12]2[n:13][n:14][c:15]([NH2:17])[s:16]2)[CH2:6][CH2:7][CH2:8][CH2:9][CH2:10][CH2:11]1.[Cl:1][C:2]([Cl:3])=[O:4]>>[C:2](=[O:4])=[N:17][c:15]1[n:14][n:13][c:12]([CH:5]2[CH2:6][CH2:7][CH2:8][CH2:9][CH2:10][CH2:11]2)[s:16]1. Run in CN(C)C=O (DMF). Yields the product FC=1C=C(C(=O)N(C(C)C)C(C)C)C=C(C1)C(F)(F)F (3-Fluoro-N,N-diisopropyl-5-trifluoromethyl-benzamide). RXN SMILES: [F:1][C:2]1[CH:3]=[C:4]([CH:8]=[C:9]([C:11]([F:14])([F:13])[F:12])[CH:10]=1)[C:5]([OH:7])=O.S(Cl)(Cl)=O.[CH:19]([NH:22][CH:23]([CH3:25])[CH3:24])([CH3:21])[CH3:20]>C1(C)C=CC=CC=1.CN(C=O)C>[F:1][C:2]1[CH:3]=[C:4]([CH:8]=[C:9]([C:11]([F:14])([F:13])[F:12])[CH:10]=1)[C:5]([N:22]([CH:23]([CH3:25])[CH3:24])[CH:19]([CH3:21])[CH3:20])=[O:7]. Isolated yield 85.0%. The reagents and catalysts are C1(=CC=CC=C1)C (toluene). Reported procedure: To a suspension of 15.9 mmol 3-Fluoro-5-(Trifluoromethyl) benzoic acid in 20 ml toluene containing 2 drops of DMF was added 79.7 mmol thionylchloride at 0° C. The mixture was heated at 85° C. for 5 hours. The solvent was carefully removed in vacuo. The colorless liquid was dissolved in 25 ml dichloromethane and cooled to 0° C. 63.8 mmol diisopropylamine was added dropwise. The mixture was allowed to warm to RT. After 1 hour the solvent was removed in vacuo. The residue was taken in ethyl acetate... Reactants: FC=1C=C(C(=O)O)C=C(C1)C(F)(F)F (3-Fluoro-5-(Trifluoromethyl) benzoic acid), C(C)(C)NC(C)C (diisopropylamine), S(=O)(Cl)Cl (thionylchloride). Run at temperature 85 celsius. Procedure: 500 mg of 3-fluoro-5-[(2-fluoro-4-iodophenyl)amino]isonicotinamide (0.253 mmol, 1. eq.) were dissolved in 5 ml of DMF, then 1225 mg of cesium carbonate (3.759 mmol, 3 eq.) and 125 mg of 4-methyl-3-pentene-1-ol (0.253 mmol, 1 eq.) were added. The resulting mixture was stirred at 70° C. bath temperature for 24 hours. Since the reaction was not complete, the mixture was stirred for another 2 days at 70° C. bath temperature. Since the reaction was not complete, another 125 mg of 4-methyl-3-pentene-1... Reaction conditions: temperature 70 celsius, time 24 hour. Solvent: CN(C)C=O (DMF). Reaction SMILES: F[C:2]1[CH:10]=[N:9][CH:8]=[C:7]([NH:11][C:12]2[CH:17]=[CH:16][C:15]([I:18])=[CH:14][C:13]=2[F:19])[C:3]=1[C:4]([NH2:6])=[O:5].C(=O)([O-])[O-].[Cs+].[Cs+].[CH3:26][C:27]([CH3:32])=[CH:28][CH2:29][CH2:30][OH:31]>CN(C=O)C>[F:19][C:13]1[CH:14]=[C:15]([I:18])[CH:16]=[CH:17][C:12]=1[NH:11][C:7]1[CH:8]=[N:9][CH:10]=[C:2]([O:31][CH2:30][CH2:29][CH:28]=[C:27]([CH3:32])[CH3:26])[C:3]=1[C:4]([NH2:6])=[O:5] |f:1.2.3|. Product: FC1=C(C=CC(=C1)I)NC1=C(C(=O)N)C(=CN=C1)OCCC=C(C)C (3-[(2-fluoro-4-iodophenyl)amino]-5-[(4-methylpent-3-en-1-yl)oxy]isonicotinamide). The reactants are FC1=C(C(=O)N)C(=CN=C1)NC1=C(C=C(C=C1)I)F (3-fluoro-5-[(2-fluoro-4-iodophenyl)amino]isonicotinamide), CC(=CCCO)C (4-methyl-3-pentene-1-ol), C([O-])([O-])=O.[Cs+].[Cs+] (cesium carbonate), C([O-])([O-])=O.[Cs+].[Cs+] (cesium carbonate), CC(=CCCO)C (4-methyl-3-pentene-1-ol). The product is CCCCCCCCCCCCCC(C)Oc1ccc(I)cc1. RXN SMILES: [C:29](=[O:30])([O-:31])[O-:32].[CH3:1][S:2](=[O:3])(=[O:4])[O:5][CH:6]([CH3:7])[CH2:8][CH2:9][CH2:10][CH2:11][CH2:12][CH2:13][CH2:14][CH2:15][CH2:16][CH2:17][CH2:18][CH2:19][CH3:20].[I:35][c:36]1[cH:37][cH:38][c:39]([O:40][CH:41]([CH2:42][CH2:43][CH2:44][CH2:45][CH2:46][CH2:47][CH2:48][CH3:49])[CH3:50])[cH:51][cH:52]1.[K+:33].[K+:34].[O:53]=[CH:54][N:55]([CH3:56])[CH3:57].[OH:21][c:22]1[cH:23][cH:24][c:25]([I:26])[cH:27][cH:28]1>>[O:5]([CH:6]([CH3:7])[CH2:8][CH2:9][CH2:10][CH2:11][CH2:12][CH2:13][CH2:14][CH2:15][CH2:16][CH2:17][CH2:18][CH2:19][CH3:20])[c:22]1[cH:23][cH:24][c:25]([I:26])[cH:27][cH:28]1. The reactants are O=C([O-])[O-], CCCCCCCCCCCCCC(C)OS(C)(=O)=O, CCCCCCCCC(C)Oc1ccc(I)cc1, [K+], [K+], CN(C)C=O, Oc1ccc(I)cc1. Starting materials: [Al+3], COc1ccc2occ(C)c2c1, [Cl-], [Cl-], [Cl-], O=C(Cl)CCCCCl, C[N+](=O)[O-], O. Yields the product COc1ccc2oc(C(=O)CCCCCl)c(C)c2c1. Reaction SMILES: [Al+3:26].[CH3:1][O:2][c:3]1[cH:4][cH:5][c:6]2[c:7]([c:8]([CH3:11])[cH:9][o:10]2)[cH:12]1.[Cl-:25].[Cl-:27].[Cl-:28].[Cl:13][CH2:14][CH2:15][CH2:16][CH2:17][C:18](=[O:19])[Cl:20].[N+:21]([CH3:22])([O-:23])=[O:24].[OH2:29]>>[CH3:1][O:2][c:3]1[cH:4][cH:5][c:6]2[c:7]([c:8]([CH3:11])[c:9]([C:18]([CH2:17][CH2:16][CH2:15][CH2:14][Cl:13])=[O:19])[o:10]2)[cH:12]1.